Dataset: the Open Reaction Database (ORD), a public repository of structured organic reaction records. Task: describe an organic reaction: reactants, conditions, products, and yield Starting materials: CCO, CC(C1CC1)N1Cc2cc(C#C[Si](C)(C)C)cc(Cl)c2C1=O, [K+], [OH-], O. The product is C#Cc1cc(Cl)c2c(c1)CN(C(C)C1CC1)C2=O. Reaction SMILES: [CH3:25][CH2:26][OH:27].[Cl:1][c:2]1[cH:3][c:4]([C:17]#[C:18][Si:19]([CH3:20])([CH3:21])[CH3:22])[cH:5][c:6]2[c:10]1[C:9](=[O:11])[N:8]([CH:12]([CH3:13])[CH:14]1[CH2:15][CH2:16]1)[CH2:7]2.[K+:24].[OH-:23].[OH2:28]>>[Cl:1][c:2]1[cH:3][c:4]([C:17]#[CH:18])[cH:5][c:6]2[c:10]1[C:9](=[O:11])[N:8]([CH:12]([CH3:13])[CH:14]1[CH2:15][CH2:16]1)[CH2:7]2. Reactants: COC(C1=C(C=CC(=C1)C#N)CBr)=O (2-bromomethyl-5-cyano-benzoic acid methyl ester), C(C)(C)(C)OC(=O)N1C(NC2=C1C=CC=C2)CNC(C)C2=NC=CC=C2 (2-[(1-pyridin-2-yl-ethylamino)-methyl]-2,3-dihydro-benzoimidazole-1-carboxylic acid tert-butyl ester), CCN(C(C)C)C(C)C (DIPEA). The reagents and catalysts are CN(C)C=1C=CN=CC1 (DMAP). The solvent is CC#N (CH3CN). Yields the product C(C)(C)(C)OC(=O)N1C(=NC2=C1C=CC=C2)CN(C(C)C2=NC=CC=C2)CC2=C(C=C(C=C2)C#N)C(=O)OC (2-{[(4-cyano-2-methoxycarbonyl-benzyl)-(1-pyridin-2-yl-ethyl)-amino]-methyl}-benzoimidazole-1-carboxylic acid tert-butyl ester). As a reaction SMILES: [CH3:1][O:2][C:3](=[O:14])[C:4]1[CH:9]=[C:8]([C:10]#[N:11])[CH:7]=[CH:6][C:5]=1[CH2:12]Br.[C:15]([O:19][C:20]([N:22]1[C:26]2[CH:27]=[CH:28][CH:29]=[CH:30][C:25]=2[NH:24][CH:23]1[CH2:31][NH:32][CH:33]([C:35]1[CH:40]=[CH:39][CH:38]=[CH:37][N:36]=1)[CH3:34])=[O:21])([CH3:18])([CH3:17])[CH3:16].CCN(C(C)C)C(C)C>CC#N.CN(C1C=CN=CC=1)C>[C:15]([O:19][C:20]([N:22]1[C:26]2[CH:27]=[CH:28][CH:29]=[CH:30][C:25]=2[N:24]=[C:23]1[CH2:31][N:32]([CH2:12][C:5]1[CH:6]=[CH:7][C:8]([C:10]#[N:11])=[CH:9][C:4]=1[C:3]([O:2][CH3:1])=[O:14])[CH:33]([C:35]1[CH:40]=[CH:39][CH:38]=[CH:37][N:36]=1)[CH3:34])=[O:21])([CH3:16])([CH3:17])[CH3:18]. Procedure details: Using General Procedure A: Reaction of 2-bromomethyl-5-cyano-benzoic acid methyl ester and 2-[(1-pyridin-2-yl-ethylamino)-methyl]-2,3-dihydro-benzoimidazole-1-carboxylic acid tert-butyl ester in CH3CN with DIPEA, KI, and DMAP gave 2-{[(4-cyano-2-methoxycarbonyl-benzyl)-(1-pyridin-2-yl-ethyl)-amino]-methyl}-benzoimidazole-1-carboxylic acid tert-butyl ester as a light yellow solid. 1H NMR (CDCl3) δ 1.56-1.59 (m, 3H), 1.71 (s, 9H), 3.86 (s, 3H), 4.23 (s, 1H), 4.28-4.30 (m, 2H), 4.40-4.47 (m, 2H), 7...